describe an organic reaction: reactants, conditions, products, and yield From a dataset of the Open Reaction Database (ORD), a public repository of structured organic reaction records. Reported procedure: Solid LiAlH4 (357 mg, 9.41 mmol) was added to a vigorously stirred solution of the product of Example 64B (528 mg, 1.55 mmol) in tetrahydrofuran (40 mL). The resulting gray suspension was heated at reflux under nitrogen for 1 hour and then cooled in ice. The reaction was quenched by successive addition of ethyl acetate (5 mL), water (0.35 ml), 15% NaOH (0.35 mL) and water (1.05 mL). The resulting slurry was stirred for 10 minutes, filtered (tetrahydrofuran (15 mL) and ethyl acetate (15 mL) rinse... Run in O1CCCC1 (tetrahydrofuran). The product is FC1=CC=C(CN2CC3N(C4=C(NCC3)C=CC=N4)CC2)C=C1 (9-(4-fluorobenzyl)-5,6,7,7a,8,9,10,11-octahydropyrazino[1,2-d]pyrido[3,2-b][1,4]diazepine). Run at time 10 minute. As a reaction SMILES: [H-].[H-].[H-].[H-].[Li+].[Al+3].[F:7][C:8]1[CH:31]=[CH:30][C:11]([C:12]([N:14]2[CH2:29][CH2:28][N:17]3[C:18]4[N:27]=[CH:26][CH:25]=[CH:24][C:19]=4[NH:20][C:21](=O)[CH2:22][CH:16]3[CH2:15]2)=O)=[CH:10][CH:9]=1>O1CCCC1>[F:7][C:8]1[CH:31]=[CH:30][C:11]([CH2:12][N:14]2[CH2:29][CH2:28][N:17]3[C:18]4[N:27]=[CH:26][CH:25]=[CH:24][C:19]=4[NH:20][CH2:21][CH2:22][CH:16]3[CH2:15]2)=[CH:10][CH:9]=1 |f:0.1.2.3.4.5|. The reactants are [H-].[H-].[H-].[H-].[Li+].[Al+3] (LiAlH4), FC1=CC=C(C(=O)N2CC3N(C4=C(NC(C3)=O)C=CC=N4)CC2)C=C1 (9-(4-fluorobenzoyl)-7,7a,8,9,10,11-hexahydropyrazino[1,2-d]pyrido[3,2-b][1,4]diazepin-6(5H)-one). Reactants: Cl (Hydrochloric acid), CN1N=NN=C1CCCC(=S)OC (methyl 4-(1-methyl-1,2,3,4-tetrazol-5-yl)thiobutyrate). Run in O (water). The product is CN1N=NN=C1CCCC(=S)O (4-(1-methyl-1,2,3,4-tetrazol-5-yl)thiobutyric acid). As a reaction SMILES: Cl.[CH3:2][N:3]1[C:7]([CH2:8][CH2:9][CH2:10][C:11]([O:13]C)=[S:12])=[N:6][N:5]=[N:4]1>O>[CH3:2][N:3]1[C:7]([CH2:8][CH2:9][CH2:10][C:11]([OH:13])=[S:12])=[N:6][N:5]=[N:4]1. Reported procedure: 20% Hydrochloric acid (150 ml) is added to methyl 4-(1-methyl-1,2,3,4-tetrazol-5-yl)thiobutyrate (17 g) and the mixture is refluxed for 2 hours. After cooling, the reaction mixture is diluted with water and extracted with chloroform. The chloroform solution is washed with saturated aqueous sodium chloride and dried over magnesium sulfate. Chloroform is distilled off to obtain 4-(1-methyl-1,2,3,4-tetrazol-5-yl)thiobutyric acid as colorless liquid, nD26 =1.5133 Starting materials: CCOC(OCC)P(=O)(CC(O)CNCc1ccc(Cl)c(Cl)c1)OCC, CCO, [Li+], [OH-], O, O=P(O)(O)O. Product: CCOC(OCC)P(=O)(O)CC(O)CNCc1ccc(Cl)c(Cl)c1. Reaction SMILES: [CH2:4]([CH3:5])[O:6][P:7](=[O:8])([CH:9]([O:10][CH2:11][CH3:12])[O:13][CH2:14][CH3:15])[CH2:16][CH:17]([CH2:18][NH:19][CH2:20][c:21]1[cH:22][c:23]([Cl:28])[c:24]([Cl:27])[cH:25][cH:26]1)[OH:29].[CH3:35][CH2:36][OH:37].[Li+:1].[OH-:2].[OH2:3].[P:30](=[O:31])([OH:32])([OH:33])[OH:34]>>[O:6]=[P:7]([OH:8])([CH:9]([O:10][CH2:11][CH3:12])[O:13][CH2:14][CH3:15])[CH2:16][CH:17]([CH2:18][NH:19][CH2:20][c:21]1[cH:22][c:23]([Cl:28])[c:24]([Cl:27])[cH:25][cH:26]1)[OH:29].